Dataset: the Open Reaction Database (ORD), a public repository of structured organic reaction records. Task: describe an organic reaction: reactants, conditions, products, and yield Starting materials: ClC(C1OC2=C(C(N1)=O)C=CC=C2)(Cl)Cl (3,4-Dihydro-2-trichloromethyl-2H-benzo[e]-[1,3]-oxazin-4-one), [OH-].[Na+] (sodium hydroxide), IC (Iodomethane). Run in C(C)O (ethanol), C(C)O (ethanol). Run at time 15 minute. Product: CN1C(OC2=C(C1=O)C=CC=C2)C(Cl)(Cl)Cl (3,4-dihydro-3-methyl-2-trichloromethylbenzo[e]-[1,3]-oxazin-4-one). Reaction SMILES: [Cl:1][C:2]([Cl:15])([Cl:14])[CH:3]1[NH:8][C:7](=[O:9])[C:6]2[CH:10]=[CH:11][CH:12]=[CH:13][C:5]=2[O:4]1.[OH-].[Na+].I[CH3:19]>C(O)C>[CH3:19][N:8]1[C:7](=[O:9])[C:6]2[CH:10]=[CH:11][CH:12]=[CH:13][C:5]=2[O:4][CH:3]1[C:2]([Cl:1])([Cl:14])[Cl:15] |f:1.2|. Procedure: 3,4-Dihydro-2-trichloromethyl-2H-benzo[e]-[1,3]-oxazin-4-one (prepared as described in Example 3--5 g.) was suspended in ethanol (100 ml.), 63 ml. of a solution of sodium hydroxide (1.0 g.) in ethanol (83 ml.) was added, and the mixture was stirred for 15 minutes to obtain a clear solution. Iodomethane (5 ml.) was added, and the solution was boiled under reflux for 30 minutes. The solvents were evaporated, and the residue was dissolved in a mixture of toluene and ethyl acetate (7:3 by volume) an...